From a dataset of the Open Reaction Database (ORD), a public repository of structured organic reaction records. describe an organic reaction: reactants, conditions, products, and yield Starting materials: C3, [K+].[Br-] (KBr), NC1=C(C=CC=C1)CC(=O)OCC (ethyl 2-(2′-aminophenyl)acetate), ClCC(=O)Cl (ClCH2COCl), ( 3.825 ), C(CC(=O)OCC)(=O)OCC (diethyl malonate), [H-].[Na+] (NaH). The solvent is CO (MeOH), C1CCOC1 (THF), O (water), C1CCOC1 (THF), C1CCOC1 (THF), C1CCOC1 (THF). Conditions: temperature 11 celsius, time 1 hour. The product is C(C)OC(=O)CC1=C(NC=2OCC(C2C(=O)OCC)=O)C=CC=C1 (ethyl 2-(2′-ethoxycarbonylmethylanilino)-4-oxo-4,5-dihydrofuran-3-carboxylate). RXN SMILES: [H-].[Na+].[C:3]([O:11][CH2:12][CH3:13])(=[O:10])[CH2:4][C:5]([O:7][CH2:8][CH3:9])=O.ClCC(Cl)=[O:17].[NH2:19][C:20]1[CH:25]=[CH:24][CH:23]=[CH:22][C:21]=1[CH2:26][C:27]([O:29][CH2:30][CH3:31])=[O:28].[K+].[Br-]>C1COCC1.CO.O>[CH2:30]([O:29][C:27]([CH2:26][C:21]1[CH:22]=[CH:23][CH:24]=[CH:25][C:20]=1[NH:19][C:5]1[O:7][CH2:8][C:9](=[O:17])[C:4]=1[C:3]([O:11][CH2:12][CH3:13])=[O:10])=[O:28])[CH3:31] |f:0.1,5.6|. Procedure: A suspension of NaH (60%, 8.0 g, 0.2 mole) in dry THF (40 ml) was prepared, and a mixture of diethyl malonate (32.0 g, 0.2 mole) and THF (50 ml) was slowly added into the suspension to provide a mixture. The mixture was cooled to 10 to 12° C., and a solution of ClCH2COCl (11.3 g, 0.1 mole) in THF (100 ml) was added dropwise thereinto. Then, the reaction solution was kept at 10 to 12° C. for 1 hour, warmed by warm water (40 to 45° C.) for about 1 hour, and then cooled to 10 to 12° C. A solution o... Reactants: FC=1C(=C(C(=O)O)C=C(C1)C)N1N=CC=N1 (3-fluoro-5-methyl-2-(2H-1,2,3-triazol-2-yl)benzoic acid), C[C@H]1[C@H](NCCC1)CN1C(C2=CC=CC=C2C1=O)=O (2-(((2S,3R)-3-methylpiperidin-2-yl)methyl)isoindoline-1,3-dione), ClC1=NC=C(C=C1)C(F)(F)F (2-chloro-5-(trifluoromethyl)pyridine). Product: FC=1C(=C(C=C(C1)C)C(=O)N1[C@@H]([C@@H](CCC1)C)CNC1=NC=C(C=C1)C(F)(F)F)N1N=CC=N1 ((3-Fluoro-5-methyl-2-(2H-1,2,3-triazol-2-yl)phenyl)((2S,3R)-3-methyl-2-(((5-(trifluoromethyl)pyridin-2-yl)amino)methyl)piperidin-1-yl)methanone). RXN SMILES: [F:1][C:2]1[C:3]([N:12]2[N:16]=[CH:15][CH:14]=[N:13]2)=[C:4]([CH:8]=[C:9]([CH3:11])[CH:10]=1)[C:5]([OH:7])=O.[CH3:17][C@@H:18]1[CH2:23][CH2:22][CH2:21][NH:20][C@@H:19]1[CH2:24][N:25]1C(=O)C2C(=CC=CC=2)C1=O.Cl[C:37]1[CH:42]=[CH:41][C:40]([C:43]([F:46])([F:45])[F:44])=[CH:39][N:38]=1>>[F:1][C:2]1[C:3]([N:12]2[N:16]=[CH:15][CH:14]=[N:13]2)=[C:4]([C:5]([N:20]2[CH2:21][CH2:22][CH2:23][C@@H:18]([CH3:17])[C@H:19]2[CH2:24][NH:25][C:37]2[CH:42]=[CH:41][C:40]([C:43]([F:46])([F:45])[F:44])=[CH:39][N:38]=2)=[O:7])[CH:8]=[C:9]([CH3:11])[CH:10]=1. Procedure: The title compound was prepared following the same general protocol as described in Example A318, using 3-fluoro-5-methyl-2-(2H-1,2,3-triazol-2-yl)benzoic acid, 2-(((2S,3R)-3-methylpiperidin-2-yl)methyl)isoindoline-1,3-dione and 2-chloro-5-(trifluoromethyl)pyridine. ESI-MS (m/z): 477 (M+H). The reactants are C(C)(=O)OCC1=C(N2C(C(C2SC1)NC(CC=1N=C(SC1)C1=C(C=CC=C1)O)=O)=O)C(=O)O (3-[(Acetyloxy)methyl]-7-[[[2-(2-hydroxyphenyl)-4-thiazolyl]acetyl]amino]-8-oxo-5-thia-1-azabicyclo[4.2.0]oct-2-ene-2-carboxylic Acid), C1(=CC=CC=C1)C(C1=CC=CC=C1)OC(=O)C=1N2C(C(C2SCC1)NC(CC=1N=C(SC1)C1=C(C=CC=C1)O)=O)=O (7-[[[2-(2-Hydroxyphenyl)-4-thiazolyl]acetyl]amino]-8-oxo-5-thia-1-azabicyclo[4.2.0]oct-2-ene-2-carboxylic Acid Diphenylmethyl Ester), [SiH](CC)(CC)CC (Et3SiH), FC(C(=O)O)(F)F (trifluoroacetic acid). Solvent: C(CCl)Cl (ClCH2CH2Cl). Yields the product OC1=C(C=CC=C1)C=1SC=C(N1)CC(=O)NC1C2SCC=C(N2C1=O)C(=O)O (7-[[[2-(2-Hydroxyphenyl)-4-thiazolyl]acetyl]amino]-8-oxo-5-thia-1-azabicyclo[4.2.0]oct-2-ene-2-carboxylic Acid). Isolated yield 100.0%. As a reaction SMILES: C(OC[C:6]1[CH2:13][S:12][CH:11]2[N:8]([C:9](=[O:30])[CH:10]2[NH:14][C:15](=[O:29])[CH2:16][C:17]2[N:18]=[C:19]([C:22]3[CH:27]=[CH:26][CH:25]=[CH:24][C:23]=3[OH:28])[S:20][CH:21]=2)[C:7]=1[C:31]([OH:33])=[O:32])(=O)C.C1(C(OC(C2N3C(SCC=2)C(NC(=O)CC2N=C(C4C=CC=CC=4O)SC=2)C3=O)=O)C2C=CC=CC=2)C=CC=CC=1.[SiH](CC)(CC)CC.FC(F)(F)C(O)=O>C(Cl)CCl>[OH:28][C:23]1[CH:24]=[CH:25][CH:26]=[CH:27][C:22]=1[C:19]1[S:20][CH:21]=[C:17]([CH2:16][C:15]([NH:14][CH:10]2[C:9](=[O:30])[N:8]3[CH:11]2[S:12][CH2:13][CH:6]=[C:7]3[C:31]([OH:33])=[O:32])=[O:29])[N:18]=1. Procedure: The procedure used for the preparation of 9a was repeated with 8c (184 mg, 0.316 mmol), Et3SiH (0.505 mL, 3.16 mmol), and trifluoroacetic acid (0.972 mL, 12.6 mmol) in dry ClCH2CH2Cl (4 mL) at 0° C. under nitrogen to give 9c (132 mg, 100%) as a white solid after crystallization from THF/Et2O/hexane. mp 185° C. (dec); IR (KBr) 3700-2800 (br), 3291, 1768, 1710, 1659, 1230 cm-1 ; 1H NMR (DMSO-d6) δ3.48 (1H, dd, J=19.0 and 6.0 Hz), 3.59 (1H, dd, J=19.0 and 2.6 Hz), 3.75 (2H, s, CH2), 5.01 (1H, d, J=... Starting materials: FC=1C=C2C(=CC1)NCC21CCN(CC1)C(=O)[C@@H](COCC1=CC=CC=C1)NC(C(C)(C)NC(=O)OC(C)(C)C)=O (N-[1(R)-[(1,2-Dihydro-5-fluoro-spiro[3H-indole-3,4'-piperidin]-1'-yl)carbonyl]-2-(phenylmethyloxy)ethyl]-[[(1,1-dimethylethyloxy)carbonyl]amino]-2-methylpropanamide), CN1CCOCC1 (N-methylmorpholine), CS(=O)(=O)Cl (methanesulfonylchloride). The solvent is ClCCl (dichloromethane), ClCCl (dichloromethane). Reaction conditions: temperature 0 celsius, time 30 minute. Product: CS(=O)(=O)N1CC2(CCN(CC2)C(=O)[C@@H](COCC2=CC=CC=C2)NC(C(C)(C)NC(=O)OC(C)(C)C)=O)C2=CC(=CC=C12)F (N-[1(R)-[(1,2-Dihydro-1-methanesulfonyl-5-fluorospiro[3H-indole-3,4'-piperidin]-1'-yl)carbonyl]-2-(phenylmethyloxy)ethyl]-[[(1,1-dimethylethyloxy)carbonyl]amino]-2-methylpropanamide). As a reaction SMILES: [F:1][C:2]1[CH:3]=[C:4]2[C:10]3([CH2:15][CH2:14][N:13]([C:16]([C@H:18]([NH:28][C:29](=[O:41])[C:30]([NH:33][C:34]([O:36][C:37]([CH3:40])([CH3:39])[CH3:38])=[O:35])([CH3:32])[CH3:31])[CH2:19][O:20][CH2:21][C:22]4[CH:27]=[CH:26][CH:25]=[CH:24][CH:23]=4)=[O:17])[CH2:12][CH2:11]3)[CH2:9][NH:8][C:5]2=[CH:6][CH:7]=1.CN1CCOCC1.[CH3:49][S:50](Cl)(=[O:52])=[O:51]>ClCCl>[CH3:49][S:50]([N:8]1[C:5]2[C:4](=[CH:3][C:2]([F:1])=[CH:7][CH:6]=2)[C:10]2([CH2:11][CH2:12][N:13]([C:16]([C@H:18]([NH:28][C:29](=[O:41])[C:30]([NH:33][C:34]([O:36][C:37]([CH3:40])([CH3:39])[CH3:38])=[O:35])([CH3:32])[CH3:31])[CH2:19][O:20][CH2:21][C:22]3[CH:23]=[CH:24][CH:25]=[CH:26][CH:27]=3)=[O:17])[CH2:14][CH2:15]2)[CH2:9]1)(=[O:52])=[O:51]. Procedure: To a solution of 0.134 g the intermediate from Step B in 5 mL of dichloromethane was added 0.080 mL of N-methylmorpholine, and 0.022 mL of methanesulfonylchloride and stirred at 0° C. for 30 min. The reaction mixture was diluted with an additional 5 mL of dichloromethane and washed with 5 mL of saturated sodium bicarbonate solution, brine (5 mL), dried over MgSO4 and concentrated. Flash chromatography of the residue over 20 g of silica gel gave 0.101 g of the desired product.